Dataset: the Open Reaction Database (ORD), a public repository of structured organic reaction records. Task: describe an organic reaction: reactants, conditions, products, and yield Starting materials: CNC, CO, Clc1nc(Cl)c2c(n1)C(c1ccccc1)COC2. Product: CN(C)c1nc(Cl)nc2c1COCC2c1ccccc1. As a reaction SMILES: [CH3:19][NH:20][CH3:21].[CH3:22][OH:23].[Cl:1][c:2]1[n:3][c:4]([Cl:18])[c:5]2[c:6]([n:7]1)[CH:8]([c:12]1[cH:13][cH:14][cH:15][cH:16][cH:17]1)[CH2:9][O:10][CH2:11]2>>[Cl:1][c:2]1[n:3][c:4]([N:20]([CH3:19])[CH3:21])[c:5]2[c:6]([n:7]1)[CH:8]([c:12]1[cH:13][cH:14][cH:15][cH:16][cH:17]1)[CH2:9][O:10][CH2:11]2. Starting materials: CN(C)CC1=CC(=CS1)CSCCN (2-[(5-dimethylaminomethyl-3-thienyl)methylthio]ethylamine), CSC1=NC=C(C(=N1)O)[N+](=O)[O-] (2-methylthio-5-nitro-4-hydroxypyrimidine). Run in C(C)O (ethanol). Product: [N+](=O)([O-])C=1C(NC(=NC1)NCCSCC1=CSC(=C1)CN(C)C)=O (5-Nitro-2-{2-[(5-dimethylaminomethyl-3-thienyl)methylthio]ethylamino}-4(3H)-pyrimidone). Yield: 63.5%. As a reaction SMILES: [CH3:1][N:2]([CH2:4][C:5]1[S:9][CH:8]=[C:7]([CH2:10][S:11][CH2:12][CH2:13][NH2:14])[CH:6]=1)[CH3:3].CS[C:17]1[N:22]=[C:21]([OH:23])[C:20]([N+:24]([O-:26])=[O:25])=[CH:19][N:18]=1>C(O)C>[N+:24]([C:20]1[C:21](=[O:23])[NH:22][C:17]([NH:14][CH2:13][CH2:12][S:11][CH2:10][C:7]2[CH:6]=[C:5]([CH2:4][N:2]([CH3:1])[CH3:3])[S:9][CH:8]=2)=[N:18][CH:19]=1)([O-:26])=[O:25]. Procedure: A mixture containing 2-[(5-dimethylaminomethyl-3-thienyl)methylthio]ethylamine (2.88 g; 12.5 mmoles) and 2-methylthio-5-nitro-4-hydroxypyrimidine (2.33 g; 12.44 mmoles) in 10 ml of ethanol was heated at reflux temperature for 13 hours. The reaction mixture was evaporated under reduced pressure, and the residue was placed on 150 g of silica gel and chromatographed by flash chromatography using a gradient elution of methanol-methylene chloride. The appropriate fractions gave 2.92 g of product whic... The reactants are CC=1N=C(SC1C=O)C1=CC=CC=C1 (4-Methyl-2-phenyl-1,3-thiazole-5-carbaldehyde), COC=1C=C(CC#N)C=CC1OC (3,4-dimethoxybenzyl cyanide). The product is COC=1C=C(C=CC1OC)/C(/C#N)=C/C1=C(N=C(S1)C1=CC=CC=C1)C ((Z)-2-(3,4-dimethoxy-phenyl)-3-(4-methyl-2-phenyl-thiazol-5-yl)-acrylonitrile). The yield is 92.1%. As a reaction SMILES: [CH3:1][C:2]1[N:3]=[C:4]([C:9]2[CH:14]=[CH:13][CH:12]=[CH:11][CH:10]=2)[S:5][C:6]=1[CH:7]=O.[CH3:15][O:16][C:17]1[CH:18]=[C:19]([CH:23]=[CH:24][C:25]=1[O:26][CH3:27])[CH2:20][C:21]#[N:22]>>[CH3:15][O:16][C:17]1[CH:18]=[C:19](/[C:20](=[CH:7]/[C:6]2[S:5][C:4]([C:9]3[CH:14]=[CH:13][CH:12]=[CH:11][CH:10]=3)=[N:3][C:2]=2[CH3:1])/[C:21]#[N:22])[CH:23]=[CH:24][C:25]=1[O:26][CH3:27]. Procedure details: 4-Methyl-2-phenyl-1,3-thiazole-5-carbaldehyde (407 mg) was condensed with 3,4-dimethoxybenzyl cyanide (354 mg) through Method A (production step 2), to thereby yield the target product (yield: 667 mg, 92%). Starting materials: C([O-])(O)=O.[Na+] (sodium bicarbonate), C(C)(C)(C)N1S(C2=C(C1=O)C=C(S2)C)(=O)=O (N-tert. butyl-5-methyl-thieno[3,2-d]isothiazole-3(2H)-one-1,1-dioxide), ClC1=C(C=CC=C1)Cl (o-dichloro-benzene). The solvent is CCOCC (ether). The product is CC1=CC=2C(NS(C2S1)(=O)=O)=O (5-methyl-thieno[3,2-d]isothiazole-3(2H)-one-1,1-dioxide). Isolated yield 83.1%. RXN SMILES: C([N:5]1[C:9](=[O:10])[C:8]2[CH:11]=[C:12]([CH3:14])[S:13][C:7]=2[S:6]1(=[O:16])=[O:15])(C)(C)C.ClC1C=CC=CC=1Cl.C(=O)(O)[O-].[Na+]>CCOCC>[CH3:14][C:12]1[S:13][C:7]2[S:6](=[O:16])(=[O:15])[NH:5][C:9](=[O:10])[C:8]=2[CH:11]=1 |f:2.3|. Reported procedure: A mixture of 0.2 gm (0.77 millimols) of N-tert. butyl-5-methyl-thieno[3,2-d]isothiazole-3(2H)-one-1,1-dioxide and o-dichloro-benzene was refluxed for 8 hours. After cooling, the reaction mixture was distributed between a mixture of ether and aqueous sodium bicarbonate solution. The separated aqueous solution was acidified and extracted with methylene chloride. After evaporation and recrystallization from methanol, 0.13 gm (83% of theory) of 5-methyl-thieno[3,2-d]isothiazole-3(2H)-one-1,1-dioxide... The reactants are O (water), NCC1C=2C=CC(=CC2CCC1)NS(=O)(=O)C1=CC=CC=C1 (N-(5-Aminomethyl-5,6,7,8-tetrahydro-naphthalen-2-yl)-benzenesulfonamide), Cl.N1(N=CC=C1)C(=N)N (1H-pyrazol-1-carboxamidine hydrochloride), C(C)N(C(C)C)CC (diethyl isopropylamine). Run in CN(C)C=O (DMF). Reaction conditions: temperature 100 celsius. The product is N(C(=N)N)CC1C=2C=CC(=CC2CCC1)NS(=O)(=O)C1=CC=CC=C1 (N-(5-Guanidinomethyl-5,6,7,8-tetrahydro-naphthalen-2-yl)-benzenesulfonamide). Reaction SMILES: [NH2:1][CH2:2][CH:3]1[CH2:12][CH2:11][CH2:10][C:9]2[CH:8]=[C:7]([NH:13][S:14]([C:17]3[CH:22]=[CH:21][CH:20]=[CH:19][CH:18]=3)(=[O:16])=[O:15])[CH:6]=[CH:5][C:4]1=2.Cl.[N:24]1([C:29](N)=[NH:30])C=CC=N1.C(N(CC)C(C)C)C.O>CN(C=O)C>[NH:1]([CH2:2][CH:3]1[CH2:12][CH2:11][CH2:10][C:9]2[CH:8]=[C:7]([NH:13][S:14]([C:17]3[CH:18]=[CH:19][CH:20]=[CH:21][CH:22]=3)(=[O:16])=[O:15])[CH:6]=[CH:5][C:4]1=2)[C:29]([NH2:30])=[NH:24] |f:1.2|. Reported procedure: N-(5-Aminomethyl-5,6,7,8-tetrahydro-naphthalen-2-yl)-benzenesulfonamide, 1H-pyrazol-1-carboxamidine hydrochloride and diethyl isopropylamine are dissolved in DMF, and the reaction mixture is heated to 100° C., then cooled and diluted by addition of of water. The aqueous mixture is extracted with EtOAc, and the combined organic layers are dried over MgSO4, filtered, and concentrated under reduced pressure to give N-(5-Guanidinomethyl-5,6,7,8-tetrahydro-naphthalen-2-yl)-benzenesulfonamide. 5-Guani... The reactants are C(C1=CC=CC=C1)OC1=C(C(=C2C(C=C(OC2=C1)C1=CC(=C(C=C1)OC)OC)=O)OC)OC (7-benzyloxy-3',4',5,6-tetramethoxy flavone). Reagents/catalysts: [Pd] (Pd/C). Run in C(Cl)(Cl)Cl (chloroform). Yields the product OC1=C(C(=C2C(C=C(OC2=C1)C1=CC(=C(C=C1)OC)OC)=O)OC)OC (7-hydroxy-3',4',5,6-tetramethoxy flavone). Yield: 99.1%. Reaction SMILES: C([O:8][C:9]1[CH:18]=[C:17]2[C:12]([C:13](=[O:29])[CH:14]=[C:15]([C:19]3[CH:24]=[CH:23][C:22]([O:25][CH3:26])=[C:21]([O:27][CH3:28])[CH:20]=3)[O:16]2)=[C:11]([O:30][CH3:31])[C:10]=1[O:32][CH3:33])C1C=CC=CC=1>C(Cl)(Cl)Cl.[Pd]>[OH:8][C:9]1[CH:18]=[C:17]2[C:12]([C:13](=[O:29])[CH:14]=[C:15]([C:19]3[CH:24]=[CH:23][C:22]([O:25][CH3:26])=[C:21]([O:27][CH3:28])[CH:20]=3)[O:16]2)=[C:11]([O:30][CH3:31])[C:10]=1[O:32][CH3:33]. Procedure details: 7-benzyloxy-3',4',5,6-tetramethoxy flavone (5.62 g, 12.5 mmol) was dissolved in chloroform, hereto was added 10% Pd/C (1.06 g, 0.08 equivalents) and the mixture was stirred under hydrogen atmosphere at room temperature. After the reaction was completed, the reaction mixture was filtered through celite pad and the solvent was removed by evaporation to give 4.44 g of the titled product (98%).